From a dataset of the Open Reaction Database (ORD), a public repository of structured organic reaction records. describe an organic reaction: reactants, conditions, products, and yield Starting materials: NC=1C=C(C(=O)NCC(CN2CC3=CC=CC=C3CC2)O)C=CC1 (3-amino-N-(3-(3,4-dihydroisoquinolin-2(1H)-yl)-2-hydroxypropyl)benzamide), [BH3-]C#N.[Na+] (NaBH3CN), CC1(OCCC(C1)=O)C (2,2-dimethyldihydro-2H-pyran-4(3H)-one), CC(=O)O (AcOH). The solvent is CO (MeOH). Conditions: temperature 22 celsius, time 12 hour. Product: C1N(CCC2=CC=CC=C12)CC(CNC(C1=CC(=CC=C1)NC1CC(OCC1)(C)C)=O)O (N-(3-(3,4-dihydroisoquinolin-2(1H)-yl)-2-hydroxypropyl)-3-((2,2-dimethyltetrahydro-2H-pyran-4-yl)amino)benzamide). The yield is 3.1%. RXN SMILES: [NH2:1][C:2]1[CH:3]=[C:4]([CH:22]=[CH:23][CH:24]=1)[C:5]([NH:7][CH2:8][CH:9]([OH:21])[CH2:10][N:11]1[CH2:20][CH2:19][C:18]2[C:13](=[CH:14][CH:15]=[CH:16][CH:17]=2)[CH2:12]1)=[O:6].[CH3:25][C:26]1([CH3:33])[CH2:31][C:30](=O)[CH2:29][CH2:28][O:27]1.CC(O)=O.[BH3-]C#N.[Na+]>CO>[CH2:12]1[C:13]2[C:18](=[CH:17][CH:16]=[CH:15][CH:14]=2)[CH2:19][CH2:20][N:11]1[CH2:10][CH:9]([OH:21])[CH2:8][NH:7][C:5](=[O:6])[C:4]1[CH:22]=[CH:23][CH:24]=[C:2]([NH:1][CH:30]2[CH2:29][CH2:28][O:27][C:26]([CH3:33])([CH3:25])[CH2:31]2)[CH:3]=1 |f:3.4|. Procedure details: A solution of 3-amino-N-(3-(3,4-dihydroisoquinolin-2(1H)-yl)-2-hydroxypropyl)benzamide (130 mg, 0.4 mmol), 2,2-dimethyldihydro-2H-pyran-4(3H)-one (52 mg, 0.4 mmol) and AcOH (0.1 mL) in MeOH (10 mL). The mixture was stirred at 22° C. for 12 h, then NaBH3CN (76 mg, 1.2 mmol) was added and the resulting mixture was stirred at 22° C. for 2 h. The reaction mixture was concentrated and quenched with water. The aqueous mixture was extracted with DCM, the combined organic layers were concentrated and th... Reactants: CCOC(C)=O, CN(C)C=O, CCN(C(C)C)C(C)C, COc1cc(F)c([N+](=O)[O-])cc1Cl, CC(C)(C)OC(=O)N1CCC(N)CC1, O. The product is COc1cc(NC2CCN(C(=O)OC(C)(C)C)CC2)c([N+](=O)[O-])cc1Cl. As a reaction SMILES: [CH3:29][CH2:30][O:31][C:32](=[O:33])[CH3:34].[CH3:35][N:36]([CH3:37])[CH:38]=[O:39].[CH:40]([N:41]([CH:42]([CH3:43])[CH3:44])[CH2:45][CH3:46])([CH3:47])[CH3:48].[Cl:1][c:2]1[c:3]([O:12][CH3:13])[cH:4][c:5]([F:11])[c:6]([N+:8](=[O:9])[O-:10])[cH:7]1.[NH2:14][CH:15]1[CH2:16][CH2:17][N:18]([C:21](=[O:22])[O:23][C:24]([CH3:25])([CH3:26])[CH3:27])[CH2:19][CH2:20]1.[OH2:28]>>[Cl:1][c:2]1[c:3]([O:12][CH3:13])[cH:4][c:5]([NH:14][CH:15]2[CH2:16][CH2:17][N:18]([C:21](=[O:22])[O:23][C:24]([CH3:25])([CH3:26])[CH3:27])[CH2:19][CH2:20]2)[c:6]([N+:8](=[O:9])[O-:10])[cH:7]1.